Dataset: the Open Reaction Database (ORD), a public repository of structured organic reaction records. Task: describe an organic reaction: reactants, conditions, products, and yield Starting materials: CC(C)(C)[Si](OCCOCC(Oc1ncnc2c1cnn2-c1c(Cl)cccc1Cl)C(=O)Nc1ccc(F)cn1)(c1ccccc1)c1ccccc1, C1CCOC1, CCCC[N+](CCCC)(CCCC)CCCC, [F-]. The product is O=C(Nc1ccc(F)cn1)C(COCCO)Oc1ncnc2c1cnn2-c1c(Cl)cccc1Cl. Reaction SMILES: [C:19]([Si:20]([c:21]1[cH:22][cH:23][cH:58][cH:59][cH:60]1)([O:24][CH2:25][CH2:26][O:27][CH2:28][CH:29]([C:30](=[O:31])[NH:32][c:33]1[n:34][cH:35][c:36]([F:39])[cH:37][cH:38]1)[O:40][c:41]1[c:42]2[c:43]([n:44][cH:45][n:46]1)[n:47](-[c:50]1[c:51]([Cl:57])[cH:52][cH:53][cH:54][c:55]1[Cl:56])[n:48][cH:49]2)[c:61]1[cH:62][cH:63][cH:64][cH:65][cH:66]1)([CH3:67])([CH3:68])[CH3:69].[CH2:70]1[O:71][CH2:72][CH2:73][CH2:74]1.[CH3:2][CH2:3][CH2:4][CH2:5][N+:6]([CH2:7][CH2:8][CH2:9][CH3:10])([CH2:11][CH2:12][CH2:13][CH3:14])[CH2:15][CH2:16][CH2:17][CH3:18].[F-:1]>>[OH:24][CH2:25][CH2:26][O:27][CH2:28][CH:29]([C:30](=[O:31])[NH:32][c:33]1[n:34][cH:35][c:36]([F:39])[cH:37][cH:38]1)[O:40][c:41]1[c:42]2[c:43]([n:44][cH:45][n:46]1)[n:47](-[c:50]1[c:51]([Cl:57])[cH:52][cH:53][cH:54][c:55]1[Cl:56])[n:48][cH:49]2. Starting materials: N#N (N2), CC1(CN(CCC1)C1=C(C=NC=C1)[N+](=O)[O-])NC(OC(C)(C)C)=O (tert-butyl 3-methyl-1-(3-nitropyridin-4-yl)piperidin-3-ylcarbamate). The reagents and catalysts are [Pd] (Palladium on carbon). The solvent is CO (MeOH). Product: NC=1C=NC=CC1N1CC(CCC1)(C)NC(OC(C)(C)C)=O (tert-butyl 1-(3-aminopyridin-4-yl)-3-methylpiperidin-3-ylcarbamate). RXN SMILES: N#N.[CH3:3][C:4]1([NH:19][C:20](=[O:26])[O:21][C:22]([CH3:25])([CH3:24])[CH3:23])[CH2:9][CH2:8][CH2:7][N:6]([C:10]2[CH:15]=[CH:14][N:13]=[CH:12][C:11]=2[N+:16]([O-])=O)[CH2:5]1>[Pd].CO>[NH2:16][C:11]1[CH:12]=[N:13][CH:14]=[CH:15][C:10]=1[N:6]1[CH2:7][CH2:8][CH2:9][C:4]([NH:19][C:20](=[O:26])[O:21][C:22]([CH3:25])([CH3:24])[CH3:23])([CH3:3])[CH2:5]1. Procedure details: 10% Palladium on carbon (0.1 eq) was added to a N2-flushed solution of tert-butyl 3-methyl-1-(3-nitropyridin-4-yl)piperidin-3-ylcarbamate (1 eq) in MeOH (0.2 M). The reaction was purged with H2 under atmospheric pressure for 16 h at it. The crude solids were filtered through a pad of Celite on a paper lined Buchner funnel, washed with EtOAc and MeOH, then concentrated in vacuo. The crude residue was dissolved in CH2Cl2, loaded onto a SiO2 column, and purified by flash chromatography (1:2 EtOAc i...